Dataset: the Open Reaction Database (ORD), a public repository of structured organic reaction records. Task: describe an organic reaction: reactants, conditions, products, and yield Starting materials: CS(=O)(=O)C1=C(C=C(C=C1)N1CCNCC1)NC=1C2=C(SC1)C=CC=C2 (N-(2-(methylsulfonyl)-5-(piperazin-1-yl)phenyl)benzo[b]thiophen-3-amine), Cl (HCl). Run in ClCCl (dichloromethane), C(C)OCC (diethyl ether). Run at time 10 minute. The product is Cl.CS(=O)(=O)C1=C(C=C(C=C1)N1CCNCC1)NC=1C2=C(SC1)C=CC=C2 (N-(2-(methylsulfonyl)-5-(piperazin-1-yl)phenyl)benzo[b]thiophen-3-amine hydrochloride). The yield is 91.0%. Reaction SMILES: [CH3:1][S:2]([C:5]1[CH:10]=[CH:9][C:8]([N:11]2[CH2:16][CH2:15][NH:14][CH2:13][CH2:12]2)=[CH:7][C:6]=1[NH:17][C:18]1[C:19]2[CH:26]=[CH:25][CH:24]=[CH:23][C:20]=2[S:21][CH:22]=1)(=[O:4])=[O:3].[ClH:27]>ClCCl.C(OCC)C>[ClH:27].[CH3:1][S:2]([C:5]1[CH:10]=[CH:9][C:8]([N:11]2[CH2:16][CH2:15][NH:14][CH2:13][CH2:12]2)=[CH:7][C:6]=1[NH:17][C:18]1[C:19]2[CH:26]=[CH:25][CH:24]=[CH:23][C:20]=2[S:21][CH:22]=1)(=[O:4])=[O:3] |f:4.5|. Procedure: To a solution of N-(2-(methylsulfonyl)-5-(piperazin-1-yl)phenyl)benzo[b]thiophen-3-amine (0.05 mmol) in dichloromethane (2 mL) at 0° C. was added 30 μL of 2 M HCl in diethyl ether. The solution was allowed to stir for 10 minutes after which a precipitate formed. The solvent was removed by rotary evaporation to collect the title compound in 91% yield. 1H NMR (400 MHz, CD3OD): δ 8.24 (s, 1H), 7.98 (m, 1H), 7.65 (d, 1H), 7.54 (m, 2H), 7.22 (s, 1H), 6.49 (m, 2H), 3.20 (s, 3H), 3.17 (m, 4H), 2.94 (m,... Reactants: C1COCCO1, CC(C)c1cc(B(O)O)c(Cl)cc1F, Cl[Pd]Cl, CSc1ccc(Br)c(CN2C(=O)OC(c3cc(C(F)(F)F)cc(C(F)(F)F)c3)C2C)c1, [K+], [OH-]. The product is CSc1ccc(-c2cc(C(C)C)c(F)cc2Cl)c(CN2C(=O)OC(c3cc(C(F)(F)F)cc(C(F)(F)F)c3)C2C)c1. Reaction SMILES: [CH2:48]1[O:49][CH2:50][CH2:51][O:52][CH2:53]1.[Cl:32][c:33]1[c:34]([B:43]([OH:44])[OH:45])[cH:35][c:36]([CH:40]([CH3:41])[CH3:42])[c:37]([F:39])[cH:38]1.[Cl:54][Pd:55][Cl:56].[F:1][C:2]([c:3]1[cH:4][c:5]([CH:13]2[CH:14]([CH3:29])[N:15]([CH2:19][c:20]3[c:21]([Br:28])[cH:22][cH:23][c:24]([S:26][CH3:27])[cH:25]3)[C:16](=[O:18])[O:17]2)[cH:6][c:7]([C:9]([F:10])([F:11])[F:12])[cH:8]1)([F:30])[F:31].[K+:47].[OH-:46]>>[F:1][C:2]([c:3]1[cH:4][c:5]([CH:13]2[CH:14]([CH3:29])[N:15]([CH2:19][c:20]3[c:21](-[c:34]4[c:33]([Cl:32])[cH:38][c:37]([F:39])[c:36]([CH:40]([CH3:41])[CH3:42])[cH:35]4)[cH:22][cH:23][c:24]([S:26][CH3:27])[cH:25]3)[C:16](=[O:18])[O:17]2)[cH:6][c:7]([C:9]([F:10])([F:11])[F:12])[cH:8]1)([F:30])[F:31].